Dataset: the Open Reaction Database (ORD), a public repository of structured organic reaction records. Task: describe an organic reaction: reactants, conditions, products, and yield Run at time 1 hour. The product is Br.N[C@@H](C)C(=O)NC1=CC=CC=C1 (L-alanine anilide hydrobromide). The yield is 81.0%. Procedure details: 6 g (0.02 mol) of N-benzyloxycarbonyl-L-alanine anilide were dissolved in 30 ml of 4-N hydrogen bromide in acetic acid and the solution was stirred for 1 hour at room temperature. 300 ml of dry ether were then added. An oil precipitated out and was allowed to settle. The solvents were decanted off and the oil was washed with two 150 ml portions of ether, dissolved in a small amount of methanol and an excess of ethyl acetate was added. The product crystallised out, there being obtained 4.0 g (81%... Starting materials: C(C1=CC=CC=C1)OC(=O)N(C1=CC=CC=C1)C([C@@H](N)C)=O (N-benzyloxycarbonyl-L-alanine anilide), Br (hydrogen bromide), CCOCC (ether). Solvent: 4-N, C(C)(=O)O (acetic acid). RXN SMILES: C(OC([N:11]([C:18](=[O:22])[C@H:19]([CH3:21])[NH2:20])[C:12]1[CH:17]=[CH:16][CH:15]=[CH:14][CH:13]=1)=O)C1C=CC=CC=1.CCOCC.[BrH:28]>C(O)(=O)C>[BrH:28].[NH2:20][C@H:19]([C:18]([NH:11][C:12]1[CH:17]=[CH:16][CH:15]=[CH:14][CH:13]=1)=[O:22])[CH3:21] |f:4.5|. Reactants: OC=1C=CC=C2C=CC(=NC12)C(F)(F)F (8-Hydroxy-2-trifluoromethylquinoline), C(=O)=O (CO2), C(=O)([O-])[O-].[K+].[K+] (K2CO3), stainless steel. Reaction conditions: temperature 170 celsius. Product: OC=1C(=CC=C2C=CC(=NC12)C(F)(F)F)C(=O)O (8-Hydroxy-2-(trifluoromethyl)-7-quinolinecarboxylic acid). The yield is 48.4%. As a reaction SMILES: [OH:1][C:2]1[CH:3]=[CH:4][CH:5]=[C:6]2[C:11]=1[N:10]=[C:9]([C:12]([F:15])([F:14])[F:13])[CH:8]=[CH:7]2.[C:16]([O-])([O-:18])=[O:17].[K+].[K+].C(=O)=O>>[OH:1][C:2]1[C:3]([C:16]([OH:18])=[O:17])=[CH:4][CH:5]=[C:6]2[C:11]=1[N:10]=[C:9]([C:12]([F:15])([F:13])[F:14])[CH:8]=[CH:7]2 |f:1.2.3|. Procedure details: 8-Hydroxy-2-trifluoromethylquinoline (3.2 g) and K2CO3 (6.22 g) are placed in a stainless steel bomb. The bomb is pressurized slightly with CO2 and flushed 3×, then pressurized to approximately 800 psi CO2. The bomb is heated to 170° C., reaching a final pressure of approximately 1200 psi. This temperature and pressure are maintained for 7 days after which time the bomb is cooled and the pressure released. The solid residue is dissolved in a minimal amount of warm water. Any undissolved material... Reactants: NC1=C(C(=O)N)C(=CC(=N1)OC(C)C)OC(C)C (2-amino-4,6-diisopropoxy-nicotinamide), CC=1C=C(C=O)C=C(C1OCCN1CCCC1)C (3,5-dimethyl-4-(2-pyrrolidin-1-yl-ethoxy)-benzaldehyde), OS(=O)[O-].[Na+] (NaHSO3), CC=1C=CC(=CC1)S(=O)(=O)O (p-TSA), Cl (HCl). The solvent is CN(C(C)=O)C (N,N-dimethyl acetamide), CCOCC (ether), CCOCC (ether). Run at temperature 120 celsius, time 30 minute. Product: hydrochloride salt, CC=1C=C(C=C(C1OCCN1CCCC1)C)C=1NC(C2=C(N1)N=C(C=C2OC(C)C)OC(C)C)=O (2-(3,5-Dimethyl-4-(2-(pyrrolidin-1-yl)ethoxy)phenyl)-5,7-diisopropoxypyrido[2,3-d]pyrimidin-4(3H)-one). Reaction SMILES: [NH2:1][C:2]1[N:10]=[C:9]([O:11][CH:12]([CH3:14])[CH3:13])[CH:8]=[C:7]([O:15][CH:16]([CH3:18])[CH3:17])[C:3]=1[C:4]([NH2:6])=[O:5].[CH3:19][C:20]1[CH:21]=[C:22]([CH:25]=[C:26]([CH3:36])[C:27]=1[O:28][CH2:29][CH2:30][N:31]1[CH2:35][CH2:34][CH2:33][CH2:32]1)[CH:23]=O.OS([O-])=O.[Na+].CC1C=CC(S(O)(=O)=O)=CC=1.Cl>CN(C)C(=O)C.CCOCC>[CH3:36][C:26]1[CH:25]=[C:22]([C:23]2[NH:6][C:4](=[O:5])[C:3]3[C:7]([O:15][CH:16]([CH3:18])[CH3:17])=[CH:8][C:9]([O:11][CH:12]([CH3:13])[CH3:14])=[N:10][C:2]=3[N:1]=2)[CH:21]=[C:20]([CH3:19])[C:27]=1[O:28][CH2:29][CH2:30][N:31]1[CH2:35][CH2:34][CH2:33][CH2:32]1 |f:2.3|. Procedure: To a solution of 2-amino-4,6-diisopropoxy-nicotinamide (450 mg, 1.78 mmol) and 3,5-dimethyl-4-(2-pyrrolidin-1-yl-ethoxy)-benzaldehyde (440 mg, 1.78 mmol) in N,N-dimethyl acetamide (10 mL) were added NaHSO3 (790 mg, 4.44 mmol) and p-TSA (845 mg, 4.44 mmol). The reaction mixture was heated at 120° C. for 16 hours, then cooled to room temperature. The solvent was removed under reduced pressure. Then, water (100 mL) was added and stirred for 30 min at room temperature. The separated solids were filt... Starting materials: ClC=1C=C(C=CC1SCCCOC1=C(C2=C(C(=CO2)C2=CC=CC=C2)C=C1)CCC)CC(=O)OC (methyl 3-chloro-4-(3-(3-phenyl-7-propylbenzofuran-6-yloxy)propylthio)-phenylacetate), [OH-].[Li+] (lithium hydroxide). Solvent: CO (methanol). Yields the product ClC=1C=C(C=CC1SCCCOC1=C(C2=C(C(=CO2)C2=CC=CC=C2)C=C1)CCC)CC(=O)O (3-chloro-4-(3-(3-phenyl-7-propylbenzofuran-6-yloxy)propylthio)-phenylacetic acid). Reaction SMILES: [Cl:1][C:2]1[CH:3]=[C:4]([CH2:31][C:32]([O:34]C)=[O:33])[CH:5]=[CH:6][C:7]=1[S:8][CH2:9][CH2:10][CH2:11][O:12][C:13]1[CH:27]=[CH:26][C:16]2[C:17]([C:20]3[CH:25]=[CH:24][CH:23]=[CH:22][CH:21]=3)=[CH:18][O:19][C:15]=2[C:14]=1[CH2:28][CH2:29][CH3:30].[OH-].[Li+]>CO>[Cl:1][C:2]1[CH:3]=[C:4]([CH2:31][C:32]([OH:34])=[O:33])[CH:5]=[CH:6][C:7]=1[S:8][CH2:9][CH2:10][CH2:11][O:12][C:13]1[CH:27]=[CH:26][C:16]2[C:17]([C:20]3[CH:25]=[CH:24][CH:23]=[CH:22][CH:21]=3)=[CH:18][O:19][C:15]=2[C:14]=1[CH2:28][CH2:29][CH3:30] |f:1.2|. Reported procedure: To a solution of methyl 3-chloro-4-(3-(3-phenyl-7-propylbenzofuran-6-yloxy)propylthio)-phenylacetate (3.72 g, 7.31 mmol) prepared in last step and aqueous lithium hydroxide(1.0M; 14.62 ml; 14.62 mmol) in methanol (25 ml) was refluxed for 1 hr. The mixture was partitioned between isopropyl acetate and pH4 buffer. The organic was dried over sodium sulfate. The solvent was removed under reduced pressure, and the residue was purified by chromatography (silica gel, 50% methylene chloride in hexane) t...